The task is: describe an organic reaction: reactants, conditions, products, and yield. This data is from the Open Reaction Database (ORD), a public repository of structured organic reaction records. Starting materials: COC(C1=C(C=CC=C1)NC(CC1=CC=C(C=C1)OC1=CC=C(C=C1)O)=O)=O (2-(2-(4-(4-Hydroxyphenoxy)phenyl)acetylamino)benzoic acid methyl ester), Example 24, C(C)(C)(C)OC(=O)NC=1C=C(CO)C=CC1 (3-(tert-butoxycarbonylamino)benzyl alcohol), N(=NC(=O)N(C)C)C(=O)N(C)C (1,1′-azobis(N,N′-dimethylformamide)), C(CCC)P(CCCC)CCCC (tri-n-butyl phosphine). Run in C(Cl)Cl.C1CCOC1 (methylene chloride THF). The product is COC(C1=C(C=CC=C1)NC(CC1=CC=C(C=C1)OC1=CC=C(C=C1)OCC1=CC(=CC=C1)NC(=O)OC(C)(C)C)=O)=O (2-(2-(4-(4-(3-(tert-butoxycarbonylamino)benzyloxy)phenoxy)-phenyl)acetylamino)benzoic acid methyl ester). Isolated yield 83.0%. As a reaction SMILES: [CH3:1][O:2][C:3](=[O:28])[C:4]1[CH:9]=[CH:8][CH:7]=[CH:6][C:5]=1[NH:10][C:11](=[O:27])[CH2:12][C:13]1[CH:18]=[CH:17][C:16]([O:19][C:20]2[CH:25]=[CH:24][C:23]([OH:26])=[CH:22][CH:21]=2)=[CH:15][CH:14]=1.[C:29]([O:33][C:34]([NH:36][C:37]1[CH:38]=[C:39]([CH:42]=[CH:43][CH:44]=1)[CH2:40]O)=[O:35])([CH3:32])([CH3:31])[CH3:30].N(C(N(C)C)=O)=NC(N(C)C)=O.C(P(CCCC)CCCC)CCC>C(Cl)Cl.C1COCC1>[CH3:1][O:2][C:3](=[O:28])[C:4]1[CH:9]=[CH:8][CH:7]=[CH:6][C:5]=1[NH:10][C:11](=[O:27])[CH2:12][C:13]1[CH:18]=[CH:17][C:16]([O:19][C:20]2[CH:21]=[CH:22][C:23]([O:26][CH2:40][C:39]3[CH:42]=[CH:43][CH:44]=[C:37]([NH:36][C:34]([O:33][C:29]([CH3:32])([CH3:31])[CH3:30])=[O:35])[CH:38]=3)=[CH:24][CH:25]=2)=[CH:15][CH:14]=1 |f:4.5|. Procedure details: 2-(2-(4-(4-Hydroxyphenoxy)phenyl)acetylamino)benzoic acid methyl ester obtained by the Reference Example 24 (315 mg, 0.83 mmol) was dissolved in 20 ml of methylene chloride-THF mixture (1:1 v/v), added with 3-(tert-butoxycarbonylamino)benzyl alcohol (465 mg, 2.1 mmol), 1,1′-azobis(N,N′-dimethylformamide) (359 mg, 2.08 mmol) and tri-n-butyl phosphine (520 ml, 2.1 mmol) and the reaction mixture was stirred over a night. After completing the reaction, the solvent was removed under reduced pressure ... Starting materials: ClC=1N=C(N(C1CC(=O)O)CC1=CC(=C(C=C1)OCC)C)C1=CC=CC=C1 (4-Chloro-1-(4-ethoxy-3-methylbenzyl)-2-phenylimidazole-5-acetic acid). Run in Br (hydrobromic acid). The product is ClC=1N=C(N(C1CC(=O)O)CC1=CC(=C(C=C1)O)C)C1=CC=CC=C1 (4-chloro-1-(4-hydroxy-3-methylbenzyl)-2-phenylimidazole-5-acetic acid). Isolated yield 32.4%. RXN SMILES: [Cl:1][C:2]1[N:3]=[C:4]([C:22]2[CH:27]=[CH:26][CH:25]=[CH:24][CH:23]=2)[N:5]([CH2:11][C:12]2[CH:17]=[CH:16][C:15]([O:18]CC)=[C:14]([CH3:21])[CH:13]=2)[C:6]=1[CH2:7][C:8]([OH:10])=[O:9]>Br>[Cl:1][C:2]1[N:3]=[C:4]([C:22]2[CH:27]=[CH:26][CH:25]=[CH:24][CH:23]=2)[N:5]([CH2:11][C:12]2[CH:17]=[CH:16][C:15]([OH:18])=[C:14]([CH3:21])[CH:13]=2)[C:6]=1[CH2:7][C:8]([OH:10])=[O:9]. Procedure: 4-Chloro-1-(4-ethoxy-3-methylbenzyl)-2-phenylimidazole-5-acetic acid (10 g) was stirred in 90 ml of 57% hydrobromic acid at 80°-90° C. for 6 hours. The reaction mixture was evaporated to dryness under reduced pressure and the residue was dissolved in 200 ml of ethyl acetate and washed three times with water. The ethyl acetate layer was evaporated to dryness under reduced pressure and the residue was purified by column chromatography using 210 g of silica gel. The desired fractions were recrystal... Reactants: O=C([O-])[O-], CSc1ccc(O)cc1, CS(C)=O, O=[N+]([O-])c1ccc(Cl)cc1, [K+], [K+], O. Product: CSc1ccc(Oc2ccc([N+](=O)[O-])cc2)cc1. Reaction SMILES: [C:20](=[O:21])([O-:22])[O-:23].[CH3:11][S:12][c:13]1[cH:14][cH:15][c:16]([OH:19])[cH:17][cH:18]1.[CH3:27][S:28]([CH3:29])=[O:30].[Cl:1][c:2]1[cH:3][cH:4][c:5]([N+:8](=[O:9])[O-:10])[cH:6][cH:7]1.[K+:24].[K+:25].[OH2:26]>>[c:2]1([O:19][c:16]2[cH:15][cH:14][c:13]([S:12][CH3:11])[cH:18][cH:17]2)[cH:3][cH:4][c:5]([N+:8](=[O:9])[O-:10])[cH:6][cH:7]1. The reactants are C1CCOC1, CN1CCCC1Cc1c[nH]c2ccccc12, C[Si](C)(C)[N-][Si](C)(C)C, [Na+], O=S(=O)(Cl)c1ccccc1. The product is CN1CCCC1Cc1cn(S(=O)(=O)c2ccccc2)c2ccccc12. Reaction SMILES: [CH2:37]1[O:38][CH2:39][CH2:40][CH2:41]1.[CH3:11][N:12]1[CH:13]([CH2:17][c:18]2[cH:19][nH:20][c:21]3[cH:22][cH:23][cH:24][cH:25][c:26]23)[CH2:14][CH2:15][CH2:16]1.[CH3:1][Si:2]([N-:3][Si:4]([CH3:5])([CH3:6])[CH3:7])([CH3:8])[CH3:9].[Na+:10].[c:27]1([S:33](=[O:34])(=[O:35])[Cl:36])[cH:28][cH:29][cH:30][cH:31][cH:32]1>>[CH3:11][N:12]1[CH:13]([CH2:17][c:18]2[cH:19][n:20]([S:33]([c:27]3[cH:28][cH:29][cH:30][cH:31][cH:32]3)(=[O:34])=[O:35])[c:21]3[cH:22][cH:23][cH:24][cH:25][c:26]23)[CH2:14][CH2:15][CH2:16]1. Starting materials: C1(=CC=CC=C1)C(CCN1CCN(CC1)C=1C(=C(C(=O)O)C=CN1)C)C1=CC=CC=C1 (2-[4-(3,3-diphenyl-1-propyl)piperazin-1-yl]-3-methylisonicotinic acid), C(C=C)NC1CCCCC1 (allylcyclohexylamine). Product: C(C=C)N(C(C1=C(C(=NC=C1)N1CCN(CC1)CCC(C1=CC=CC=C1)C1=CC=CC=C1)C)=O)C1CCCCC1 (N-Allyl-N-cyclohexyl-2-[4-(3,3-diphenyl-1-propyl)piperazin-1-yl]-3-methylisonicotinamide). Yield: 68.1%. As a reaction SMILES: [C:1]1([CH:7]([C:26]2[CH:31]=[CH:30][CH:29]=[CH:28][CH:27]=2)[CH2:8][CH2:9][N:10]2[CH2:15][CH2:14][N:13]([C:16]3[C:17]([CH3:25])=[C:18]([CH:22]=[CH:23][N:24]=3)[C:19](O)=[O:20])[CH2:12][CH2:11]2)[CH:6]=[CH:5][CH:4]=[CH:3][CH:2]=1.[CH2:32]([NH:35][CH:36]1[CH2:41][CH2:40][CH2:39][CH2:38][CH2:37]1)[CH:33]=[CH2:34]>>[CH2:32]([N:35]([CH:36]1[CH2:41][CH2:40][CH2:39][CH2:38][CH2:37]1)[C:19](=[O:20])[C:18]1[CH:22]=[CH:23][N:24]=[C:16]([N:13]2[CH2:14][CH2:15][N:10]([CH2:9][CH2:8][CH:7]([C:26]3[CH:27]=[CH:28][CH:29]=[CH:30][CH:31]=3)[C:1]3[CH:2]=[CH:3][CH:4]=[CH:5][CH:6]=3)[CH2:11][CH2:12]2)[C:17]=1[CH3:25])[CH:33]=[CH2:34]. Procedure: Step (d) of Example 107 was repeated, except that the compound (50 mg) prepared in step (c) of Example 109 and allylcyclohexylamine (34 mg) were used as the starting compounds. Thus, the title compound (44 mg) was obtained. Reactants: CCCCCO, Cl, ON=C1CCN2CCC1CC2, [Na], O. Yields the product Cl, NC1CCN2CCC1CC2. Reaction SMILES: [CH2:15]([OH:16])[CH2:17][CH2:18][CH2:19][CH3:20].[ClH:2].[N:3]12[CH2:4][CH2:5][C:6](=[N:12][OH:13])[CH:7]([CH2:8][CH2:9]1)[CH2:10][CH2:11]2.[Na:1].[OH2:14]>>[ClH:2].[N:3]12[CH2:4][CH2:5][CH:6]([NH2:12])[CH:7]([CH2:8][CH2:9]1)[CH2:10][CH2:11]2.